This data is from the Open Reaction Database (ORD), a public repository of structured organic reaction records. The task is: describe an organic reaction: reactants, conditions, products, and yield Starting materials: BrN1C(CCC1=O)=O (N-bromosuccinimide), CC1=C(C=CC(=C1)C(F)(F)F)C(CC)=O (1-[2-methyl-4-(trifluoromethyl)phenyl]propan-1-one), BrN1C(CCC1=O)=O (N-bromosuccinimide), BrN1C(CCC1=O)=O (N-bromosuccinimide). The solvent is CCOCC (Et2O). Yields the product BrC(C(=O)C1=C(C=C(C=C1)C(F)(F)F)C)C (2-Bromo-1-[2-methyl-4-(trifluoromethyl)phenyl]propan-1-one). The yield is 74.6%. Reaction SMILES: [CH3:1][C:2]1[CH:7]=[C:6]([C:8]([F:11])([F:10])[F:9])[CH:5]=[CH:4][C:3]=1[C:12](=[O:15])[CH2:13][CH3:14].[Br:16]N1C(=O)CCC1=O>CCOCC>[Br:16][CH:13]([CH3:14])[C:12]([C:3]1[CH:4]=[CH:5][C:6]([C:8]([F:9])([F:10])[F:11])=[CH:7][C:2]=1[CH3:1])=[O:15]. Procedure details: Add 1-[2-methyl-4-(trifluoromethyl)phenyl]propan-1-one (0.805 g, 3.723 mmol), N-bromosuccinimide (0.662 g, 3.723 mmol), SCX-2® (1 mmol/g; 0.298 g, 0.298 mmol), and Et2O (11 mL) to a screw cap vial equipped with a stir bar. Stir the reaction at room temperature for 2 hours. Add N-bromosuccinimide (0.663 g, 3.723 mmol) and continue stirring at room temperature for 2 hours. Add more N-bromosuccinimide (0.663 g, 3.723 mmol), and continue stirring at room temperature for an additional 2 hours. Filter... Starting materials: COC(CN)OC, CCCCCC, CS(C)=O, Clc1ccc2nc(Cl)nc(-c3ccccc3)c2c1. Product: COC(CNc1nc(-c2ccccc2)c2cc(Cl)ccc2n1)OC. RXN SMILES: [CH3:19][O:20][CH:21]([CH2:22][NH2:23])[O:24][CH3:25].[CH3:26][CH2:27][CH2:28][CH2:29][CH2:30][CH3:31].[CH3:32][S:33]([CH3:34])=[O:35].[Cl:1][c:2]1[n:3][c:4]2[cH:5][cH:6][c:7]([Cl:18])[cH:8][c:9]2[c:10](-[c:12]2[cH:13][cH:14][cH:15][cH:16][cH:17]2)[n:11]1>>[c:2]1([NH:23][CH2:22][CH:21]([O:20][CH3:19])[O:24][CH3:25])[n:3][c:4]2[cH:5][cH:6][c:7]([Cl:18])[cH:8][c:9]2[c:10](-[c:12]2[cH:13][cH:14][cH:15][cH:16][cH:17]2)[n:11]1.